This data is from the Open Reaction Database (ORD), a public repository of structured organic reaction records. The task is: describe an organic reaction: reactants, conditions, products, and yield Starting materials: BrC=1C=C2C=CNC2=C(C1)[N+](=O)[O-] (5-bromo-7-nitroindole), C(C)(C)(C)NS(=O)(=O)C=1C(=CC=CC1)C1=CC(=C(C=C1)B1OC(C(O1)(C)C)(C)C)F (N-(tert-butyl)-3′-fluoro-4′-(4,4,5,5-tetramethyl-1,3,2-dioxaborolan-2-yl)-[1,1′-biphenyl]-2-sulfonamide). Product: C(C)(C)(C)NS(=O)(=O)C=1C(=CC=CC1)C1=CC(=C(C=C1)C=1C=C2C=CNC2=C(C1)[N+](=O)[O-])F (N-(tert-butyl)-3′-fluoro-4′-(7-nitro-1H-indol-5-yl)-[1,1′-biphenyl]-2-sulfonamide). As a reaction SMILES: Br[C:2]1[CH:3]=[C:4]2[C:8](=[C:9]([N+:11]([O-:13])=[O:12])[CH:10]=1)[NH:7][CH:6]=[CH:5]2.[C:14]([NH:18][S:19]([C:22]1[C:23]([C:28]2[CH:33]=[CH:32][C:31](B3OC(C)(C)C(C)(C)O3)=[C:30]([F:43])[CH:29]=2)=[CH:24][CH:25]=[CH:26][CH:27]=1)(=[O:21])=[O:20])([CH3:17])([CH3:16])[CH3:15]>>[C:14]([NH:18][S:19]([C:22]1[C:23]([C:28]2[CH:33]=[CH:32][C:31]([C:2]3[CH:3]=[C:4]4[C:8](=[C:9]([N+:11]([O-:13])=[O:12])[CH:10]=3)[NH:7][CH:6]=[CH:5]4)=[C:30]([F:43])[CH:29]=2)=[CH:24][CH:25]=[CH:26][CH:27]=1)(=[O:21])=[O:20])([CH3:17])([CH3:15])[CH3:16]. Reported procedure: The title compound was prepared using analogous conditions to those described in Example 88 using 5-bromo-7-nitroindole and N-(tert-butyl)-3′-fluoro-4′-(4,4,5,5-tetramethyl-1,3,2-dioxaborolan-2-yl)-[1,1′-biphenyl]-2-sulfonamide. 1H NMR (400 MHz, CDCl3) δ 8.42 (s, 1H), 8.27-8.18 (m, 2H), 7.65-7.58 (m, 2H), 7.58-7.50 (m, 1H), 7.50-7.35 (m, 4H), 6.83-6.77 (m, 1H), 1.17-1.03 (m, 9H).